This data is from the Open Reaction Database (ORD), a public repository of structured organic reaction records. The task is: describe an organic reaction: reactants, conditions, products, and yield Reactants: BrC1=CC=C2C(=NN(C2=C1)C1=NC(=NC=C1)N)C(=O)N1CCOCC1 (4-{6-bromo-3-[(morpholin-4-yl)carbonyl]indazol-1-yl}pyrimidin-2-amine), S1C(=NC=C1)C(C)(C#C)O (2-(1,3-thiazol-2-yl)but-3-yn-2-ol), CC1=CC(=NO1)C(C)(C#C)O (2-(5-methyl-1,2-oxazol-3-yl)but-3-yn-2-ol). The product is NC1=NC=CC(=N1)N1N=C(C2=CC=C(C=C12)C#CC(C)(O)C1=NOC(=C1)C)C(=O)N1CCOCC1 (4-[1-(2-aminopyrimidin-4-yl)-3-[(morpholin-4-yl)carbonyl]-1H-indazol-6-yl]-2-(5-methyl-1,2-oxazol-3-yl)but-3-yn-2-ol). Reaction SMILES: Br[C:2]1[CH:10]=[C:9]2[C:5]([C:6]([C:18]([N:20]3[CH2:25][CH2:24][O:23][CH2:22][CH2:21]3)=[O:19])=[N:7][N:8]2[C:11]2[CH:16]=[CH:15][N:14]=[C:13]([NH2:17])[N:12]=2)=[CH:4][CH:3]=1.S1C=CN=C1C(O)(C#C)C.[CH3:36][C:37]1[O:41][N:40]=[C:39]([C:42]([OH:46])([C:44]#[CH:45])[CH3:43])[CH:38]=1>>[NH2:17][C:13]1[N:12]=[C:11]([N:8]2[C:9]3[C:5](=[CH:4][CH:3]=[C:2]([C:45]#[C:44][C:42]([C:39]4[CH:38]=[C:37]([CH3:36])[O:41][N:40]=4)([OH:46])[CH3:43])[CH:10]=3)[C:6]([C:18]([N:20]3[CH2:25][CH2:24][O:23][CH2:22][CH2:21]3)=[O:19])=[N:7]2)[CH:16]=[CH:15][N:14]=1. Reported procedure: The title compound was prepared by procedure described in Example 61-c, by substituting 1-(2-aminopyrimidin-4-yl)-6-bromo-N,N-dimethylindazole-3-carboxamide with 4-{6-bromo-3-[(morpholin-4-yl)carbonyl]indazol-1-yl}pyrimidin-2-amine and 2-(1,3-thiazol-2-yl)but-3-yn-2-ol with 2-(5-methyl-1,2-oxazol-3-yl)but-3-yn-2-ol in Step 3: 1H NMR (500 MHz, DMSO) delta 1.86 (3H, s), 2.42 (3H, s), 3.63-3.70 (2H, m), 3.70-3.80 (4H, m), 3.89-3.97 (2H, m), 6.41 (1H, s), 6.58 (1H, s), 7.08 (1H, d, J=5.36 Hz), 7.16 ...